This data is from the Open Reaction Database (ORD), a public repository of structured organic reaction records. The task is: describe an organic reaction: reactants, conditions, products, and yield Starting materials: BrC=1C=C2N(N=CC(=C2N[C@H]2[C@@H]([C@@H]3[C@@H](CN(C3)C(C(C)(C)O)=O)C2)C)C(=O)N)C1 (6-bromo-4-(((3aS,4R,5R,6aS)-2-(2-hydroxy-2-methylpropanoyl)-4-methyloctahydrocyclopenta[c]pyrrol-5-yl)amino)pyrrolo[1,2-b]pyridazine-3-carboxamide), CNC(C1=NC=C(C=C1)B1OC(C(O1)(C)C)(C)C)=O (N-methyl-5-(4,4,5,5-tetramethyl-1,3,2-dioxaborolan-2-yl)picolinamide), [O-]P(=O)([O-])[O-].[K+].[K+].[K+] (K3PO4). The solvent is CN(C=O)C (dimethylformamide). Reaction conditions: temperature 90 celsius, time 25 minute. The product is OC(C(=O)N1C[C@@H]2[C@H](C1)[C@H]([C@@H](C2)NC=2C=1N(N=CC2C(=O)N)C=C(C1)C=1C=NC(=CC1)C(NC)=O)C)(C)C (4-(((3aS,4R,5R,6aS)-2-(2-hydroxy-2-methylpropanoyl)-4-methyloctahydrocyclopenta[c]pyrrol-5-yl)amino)-6-(6-(methylcarbamoyl)-3-pyridinyl)pyrrolo[1,2-b]pyridazine-3-carboxamide). Yield: 52.1%. RXN SMILES: Br[C:2]1[CH:3]=[C:4]2[C:9]([NH:10][C@@H:11]3[CH2:24][C@@H:14]4[CH2:15][N:16]([C:18](=[O:23])[C:19]([OH:22])([CH3:21])[CH3:20])[CH2:17][C@@H:13]4[C@H:12]3[CH3:25])=[C:8]([C:26]([NH2:28])=[O:27])[CH:7]=[N:6][N:5]2[CH:29]=1.[CH3:30][NH:31][C:32](=[O:48])[C:33]1[CH:38]=[CH:37][C:36](B2OC(C)(C)C(C)(C)O2)=[CH:35][N:34]=1.[O-]P([O-])([O-])=O.[K+].[K+].[K+]>CN(C)C=O>[OH:22][C:19]([CH3:20])([CH3:21])[C:18]([N:16]1[CH2:17][C@@H:13]2[C@@H:12]([CH3:25])[C@H:11]([NH:10][C:9]3[C:4]4[N:5]([CH:29]=[C:2]([C:36]5[CH:35]=[N:34][C:33]([C:32](=[O:48])[NH:31][CH3:30])=[CH:38][CH:37]=5)[CH:3]=4)[N:6]=[CH:7][C:8]=3[C:26]([NH2:28])=[O:27])[CH2:24][C@@H:14]2[CH2:15]1)=[O:23] |f:2.3.4.5|. Reported procedure: A mixture of 6-bromo-4-(((3aS,4R,5R,6aS)-2-(2-hydroxy-2-methylpropanoyl)-4-methyloctahydrocyclopenta[c]pyrrol-5-yl)amino)pyrrolo[1,2-b]pyridazine-3-carboxamide (32 mg, 0.055 mmol), N-methyl-5-(4,4,5,5-tetramethyl-1,3,2-dioxaborolan-2-yl)picolinamide (29.0 mg, 0.111 mmol) and 2.0 M aqueous K3PO4 (0.111 mL, 0.221 mmol) in dimethylformamide (1 mL) was heated to 90° C. under nitrogen for 1 h. The crude material was purified via preparative LC/MS with the following conditions: Column: Waters XBridge ... The reactants are CCOC(C)=O, CCN(CC)CCC1CCNC1, CO, O=C1Nc2cccnc2N(C(=O)Cl)c2ccccc21. Yields the product CCN(CC)CCC1CCN(C(=O)N2c3ccccc3C(=O)Nc3cccnc32)C1. Reaction SMILES: [C:34]([O:35][CH2:36][CH3:37])(=[O:38])[CH3:39].[CH2:20]([CH3:21])[N:22]([CH2:23][CH2:24][CH:25]1[CH2:26][NH:27][CH2:28][CH2:29]1)[CH2:30][CH3:31].[CH3:32][OH:33].[Cl:1][C:2](=[O:3])[N:4]1[c:5]2[c:6]([cH:16][cH:17][cH:18][n:19]2)[NH:7][C:8](=[O:15])[c:9]2[c:10]1[cH:11][cH:12][cH:13][cH:14]2>>[C:2](=[O:3])([N:4]1[c:5]2[c:6]([cH:16][cH:17][cH:18][n:19]2)[NH:7][C:8](=[O:15])[c:9]2[c:10]1[cH:11][cH:12][cH:13][cH:14]2)[N:27]1[CH2:26][CH:25]([CH2:24][CH2:23][N:22]([CH2:20][CH3:21])[CH2:30][CH3:31])[CH2:29][CH2:28]1. Reactants: CCCC[Sn](CCCC)(CCCC)c1ccnn1C, CCc1cc(N)c(C(=O)OC)cc1I, CCOC(C)=O, C1COCCO1. Yields the product CCc1cc(N)c(C(=O)OC)cc1-c1ccnn1C. Reaction SMILES: [CH3:15][n:16]1[n:17][cH:18][cH:19][c:20]1[Sn:21]([CH2:22][CH2:23][CH2:24][CH3:25])([CH2:26][CH2:27][CH2:28][CH3:29])[CH2:30][CH2:31][CH2:32][CH3:33].[CH3:1][O:2][C:3]([c:4]1[c:5]([NH2:13])[cH:6][c:7]([CH2:11][CH3:12])[c:8]([I:10])[cH:9]1)=[O:14].[CH3:40][CH2:41][O:42][C:43]([CH3:44])=[O:45].[O:34]1[CH2:35][CH2:36][O:37][CH2:38][CH2:39]1>>[CH3:1][O:2][C:3]([c:4]1[c:5]([NH2:13])[cH:6][c:7]([CH2:11][CH3:12])[c:8](-[c:20]2[n:16]([CH3:15])[n:17][cH:18][cH:19]2)[cH:9]1)=[O:14]. Starting materials: [Al+3], CCOCC, CCC#CCC(C)(C)C(=O)OCC, [H-], [H-], [H-], [H-], [Li+], [Na+], [OH-]. Product: CCC#CCC(C)(C)CO. As a reaction SMILES: [Al+3:2].[CH3:22][CH2:23][O:24][CH2:25][CH3:26].[CH3:7][C:8]([C:9](=[O:10])[O:11][CH2:12][CH3:13])([CH2:14][C:15]#[C:16][CH2:17][CH3:18])[CH3:19].[H-:1].[H-:4].[H-:5].[H-:6].[Li+:3].[Na+:21].[OH-:20]>>[CH3:7][C:8]([CH2:9][OH:10])([CH2:14][C:15]#[C:16][CH2:17][CH3:18])[CH3:19]. The reactants are C(C=CC1=CC=CC=C1)=O (Cinnamaldehyde), CNN (methylhydrazine). The solvent is C(C)O (ethanol). Yields the product CN1N=CCC1C1=CC=CC=C1 (1-Methyl-5-phenyl-2-pyrazoline). Isolated yield 22.5%. RXN SMILES: [CH:1](=O)[CH:2]=[CH:3][C:4]1[CH:9]=[CH:8][CH:7]=[CH:6][CH:5]=1.[CH3:11][NH:12][NH2:13]>C(O)C>[CH3:11][N:12]1[CH:3]([C:4]2[CH:9]=[CH:8][CH:7]=[CH:6][CH:5]=2)[CH2:2][CH:1]=[N:13]1. Procedure details: Cinnamaldehyde (13.2 g) was added dropwise to a solution of 5 g methylhydrazine in 50 ml ethanol, and the mixture was heated under reflux for six hours. At the end of reaction, the solvent was distilled off under reduced pressure, and the residue was dissolved in 50 ml ether. The solution was washed with water and concentrated, and the concentrate was distilled under reduced pressure, giving 3.6 g (yield: 22%) of pure product. B.p.: 95°-105° C./5 mmHg; NMR (CDCl3): 2.2-3.3 (2H, m), 2.65 (3H, s),...